describe an organic reaction: reactants, conditions, products, and yield From a dataset of the Open Reaction Database (ORD), a public repository of structured organic reaction records. Reaction SMILES: CS(OS(C)(=O)=O)(=O)=O.[CH3:10][O:11][C:12]1[CH:19]=[CH:18][CH:17]=[CH:16][C:13]=1[CH2:14]O.C(N(C(C)C)CC)(C)C.[CH3:29][O:30][C:31](=[O:54])[C@H:32]([CH2:41][C:42]1[N:46]=[CH:45][N:44](C(OC(C)(C)C)=O)[CH:43]=1)[NH:33][C:34]([O:36][C:37]([CH3:40])([CH3:39])[CH3:38])=[O:35].P([O-])([O-])([O-])=O.[K+].[K+].[K+]>ClCCl>[CH3:29][O:30][C:31](=[O:54])[C@H:32]([CH2:41][C:42]1[N:46]([CH2:14][C:13]2[CH:16]=[CH:17][CH:18]=[CH:19][C:12]=2[O:11][CH3:10])[CH:45]=[N:44][CH:43]=1)[NH:33][C:34]([O:36][C:37]([CH3:40])([CH3:38])[CH3:39])=[O:35] |f:4.5.6.7|. Yields the product COC([C@@H](NC(=O)OC(C)(C)C)CC1=CN=CN1CC1=C(C=CC=C1)OC)=O (3-(2-methoxyphenyl)methyl-N-BOC-histidine methyl ester). Run in ClCCl (dichloromethane), ClCCl (dichloromethane), ClCCl (dichloromethane). The reactants are COC([C@@H](NC(=O)OC(C)(C)C)CC1=CN(C=N1)C(=O)OC(C)(C)C)=O (N,1-bis-BOC-histidine methyl ester), CS(=O)(=O)OS(=O)(=O)C (methanesulfonic anhydride), COC1=C(CO)C=CC=C1 (2-methoxybenzyl alcohol), C(C)(C)N(CC)C(C)C (diisopropylethylamine), P(=O)([O-])([O-])[O-].[K+].[K+].[K+] (potassium phosphate). Run at temperature 0 celsius. Reported procedure: A solution of 8 g methanesulfonic anhydride in 45 mL dichloromethane is chilled to -50° C. and treated dropwise with a solution of 6.2 mL 2-methoxybenzyl alcohol, 8.0 mL diisopropylethylamine and 45 mL dichloromethane. The resulting solution is warmed to 0° C. over 30 min and treated dropwise with 15.0 g N,1-bis-BOC-histidine methyl ester dissolved in 45 mL dichloromethane. The mixture is then heated at reflux 24 hr, poured into 400 mL 0.25M, pH=7 potassium phosphate buffer and the organic layer...